From a dataset of the Open Reaction Database (ORD), a public repository of structured organic reaction records. describe an organic reaction: reactants, conditions, products, and yield Starting materials: B, COc1ncc(Br)cc1CCC(=O)N(C)C, C1CCOC1, C1CCOC1. Product: COc1ncc(Br)cc1CCCN(C)C. RXN SMILES: [BH3:22].[Br:1][c:2]1[cH:3][c:4]([CH2:10][CH2:11][C:12](=[O:13])[N:14]([CH3:15])[CH3:16])[c:5]([O:8][CH3:9])[n:6][cH:7]1.[CH2:23]1[O:24][CH2:25][CH2:26][CH2:27]1.[O:17]1[CH2:18][CH2:19][CH2:20][CH2:21]1>>[Br:1][c:2]1[cH:3][c:4]([CH2:10][CH2:11][CH2:12][N:14]([CH3:15])[CH3:16])[c:5]([O:8][CH3:9])[n:6][cH:7]1. Reactants: OC(CC(C)C)(C=1N=CN(C1)C(C1=CC=CC=C1)(C1=CC=CC=C1)C1=CC=CC=C1)C1=CC=C(C=C1)C1=CC(=CC=C1)NC(C)=O (N-[4′-[1-hydroxy-3-methyl-1-(1-trityl-1H-imidazol-4-yl)butyl][1,1′-biphenyl]-3-yl]acetamide), Cl (hydrochloric acid). Reagents/catalysts: [C].[Pd] (palladium carbon). Yields the product OC(CC(C)CC)(C=1N=CNC1)C1=CC=C(C=C1)C1=CC(=CC=C1)NC(C)=O (N-[4′-[1-hydroxy-1-(1H-imidazol-4-yl)-3-ethylbutyl][1,1′-biphenyl]-3-yl]acetamide). Yield: 34.5%. Reaction SMILES: [OH:1][C:2]([C:31]1[CH:36]=[CH:35][C:34]([C:37]2[CH:42]=[CH:41][CH:40]=[C:39]([NH:43][C:44](=[O:46])[CH3:45])[CH:38]=2)=[CH:33][CH:32]=1)([C:7]1[N:8]=[CH:9][N:10](C(C2C=CC=CC=2)(C2C=CC=CC=2)C2C=CC=CC=2)[CH:11]=1)[CH2:3]C(C)C.Cl>[C].[Pd]>[OH:1][C:2]([C:31]1[CH:32]=[CH:33][C:34]([C:37]2[CH:42]=[CH:41][CH:40]=[C:39]([NH:43][C:44](=[O:46])[CH3:45])[CH:38]=2)=[CH:35][CH:36]=1)([C:7]1[N:8]=[CH:9][NH:10][CH:11]=1)[CH2:3][CH:2]([CH2:7][CH3:11])[CH3:3] |f:2.3|. Reported procedure: By the reaction in the same manner as in Example 41-(ii) using N-[4′-[1-hydroxy-3-methyl-1-(1-trityl-1H-imidazol-4-yl)butyl][1,1′-biphenyl]-3-yl]acetamide (1.31 g), 10% palladium carbon (386 mg) and 1N hydrochloric acid (0.637 ml), the colorless amorphous title compound (141 mg) was obtained. Solvent: CCOC(=O)C (EtOAc). RXN SMILES: [CH3:1][C:2]1([CH3:15])[CH2:11][CH2:10][C:9]2[C:4](=[CH:5][C:6]([N+:12]([O-])=O)=[CH:7][CH:8]=2)[NH:3]1.CCO>[Pd].CCOC(C)=O>[NH2:12][C:6]1[CH:5]=[C:4]2[C:9]([CH2:10][CH2:11][C:2]([CH3:15])([CH3:1])[NH:3]2)=[CH:8][CH:7]=1. The reactants are CC1(NC2=CC(=CC=C2CC1)[N+](=O)[O-])C (1,2,3,4-tetrahydro-2,2-dimethyl-7-nitroquinoline), CCO (EtOH). Run at time 6 hour. Reagents/catalysts: [Pd] (Pd/C). Isolated yield 99.6%. Reported procedure: In a 200-mL r.b. flask, a solution of 1,2,3,4-tetrahydro-2,2-dimethyl-7-nitroquinoline (1.00 g, 4.84 mmol) in 1:1 EtOH:EtOAc (40 mL) was treated with 10% Pd/C (0.20 g). The reaction mixture was de-gassed and fitted with a balloon of H2. The reaction mixture was stirred for 6 h, de-gassed, and filtered through a pad of Celite. The pad was rinsed with EtOAc (300 mL). The filtrate was concentrated to afford 0.85 g (99%) of the crude aniline as a reddish oil. Data for 7-amino-1,2,3,4-tetrahydro-2,2-... Yields the product NC1=CC=C2CCC(NC2=C1)(C)C (7-Amino-1,2,3,4-tetrahydro-2,2-dimethylquinoline). Reactants: CCN(C(C)C)C(C)C, [Cu]I, Cn1c(=O)n(Cc2ccc(F)c(F)c2)c(=O)c2cc(I)ccc21, CN(C)C=O, O, C#CCc1ccccc1. The product is Cn1c(=O)[nH]c(=O)c2cc(I)ccc21. Reaction SMILES: [CH:24]([N:25]([CH:26]([CH3:27])[CH3:28])[CH2:29][CH3:30])([CH3:31])[CH3:32].[Cu:48][I:49].[F:1][c:2]1[cH:3][c:4]([CH2:23][n:6]2[c:7](=[O:19])[n:8]([CH3:18])[c:9]3[cH:10][cH:11][c:12]([I:17])[cH:13][c:14]3[c:15]2=[O:16])[cH:5][cH:20][c:21]1[F:22].[O:43]=[CH:44][N:45]([CH3:46])[CH3:47].[OH2:42].[c:33]1([CH2:34][C:35]#[CH:36])[cH:37][cH:38][cH:39][cH:40][cH:41]1>>[nH:6]1[c:7](=[O:19])[n:8]([CH3:18])[c:9]2[cH:10][cH:11][c:12]([I:17])[cH:13][c:14]2[c:15]1=[O:16]. Starting materials: ClC1=C(C=C(C=C1)C(CC(=O)OCC)(C)C)[N+](=O)[O-] (ethyl 3-(4-chloro-3-nitrophenyl)-3-methylbutanoate), [H][H] (hydrogen). Reagents/catalysts: [Pd] (palladium on carbon). Run in C(C)(=O)OCC (ethyl acetate). Yields the product NC=1C=C(C=CC1Cl)C(CC(=O)OCC)(C)C (Ethyl 3-(3-amino-4-chlorophenyl)-3-methylbutanoate). As a reaction SMILES: [Cl:1][C:2]1[CH:7]=[CH:6][C:5]([C:8]([CH3:16])([CH3:15])[CH2:9][C:10]([O:12][CH2:13][CH3:14])=[O:11])=[CH:4][C:3]=1[N+:17]([O-])=O.[H][H]>[Pd].C(OCC)(=O)C>[NH2:17][C:3]1[CH:4]=[C:5]([C:8]([CH3:15])([CH3:16])[CH2:9][C:10]([O:12][CH2:13][CH3:14])=[O:11])[CH:6]=[CH:7][C:2]=1[Cl:1]. Reported procedure: 40 mg of palladium on carbon (10%) were added to a solution of 213 mg (0.75 mmol) of ethyl 3-(4-chloro-3-nitrophenyl)-3-methylbutanoate in 10 ml of ethyl acetate. The reaction mixture was hydrogenated at RT using a hydrogen pressure of 1 bar overnight. The mixture was then filtered through celite, and the filtrate was concentrated. This gave 166 mg (87% of theory) of the target compound as a yellowish oil. Reactants: NC1=C(CO)C=C(C=C1)I (2-Amino-5-iodobenzyl alcohol), cuprous, CN(C=O)C (dimethylformamide), ferric chloride. Solvent: O (water). The product is NC1=C(C=C(C#N)C=C1)CO (4-amino-3-hydroxymethylbenzonitrile). RXN SMILES: [NH2:1][C:2]1[CH:9]=[CH:8][C:7](I)=[CH:6][C:3]=1[CH2:4][OH:5].[CH3:11][N:12](C)C=O>O>[NH2:1][C:2]1[CH:9]=[CH:8][C:7]([C:11]#[N:12])=[CH:6][C:3]=1[CH2:4][OH:5]. Reported procedure: 2-Amino-5-iodobenzyl alcohol (12 g.) and cuprous cuyanide (5.4 g.) in dry dimethylformamide (10 ml.) were heated on a steam-bath for 30 hours, then cooled to ambient temperature and poured into a solution of ferric chloride (10 g.) in water (100 ml.). This mixture was exhaustively extracted with ether (14×60 ml.), the extracts were combined and dried, and the solvent was evaporated. The residue was chromatographed on a column of "Merck 7734" silica, and elution with ether yielded the required 4-...